From a dataset of the Open Reaction Database (ORD), a public repository of structured organic reaction records. describe an organic reaction: reactants, conditions, products, and yield The reactants are C1(=CC=CC=C1)C1=NOC(=C1)CCC=O (3-(3-phenylisoxazol-5-yl)propanal), C1(=CC=CC=C1)C(N1CCNCC1)C1=CC=CC=C1 (1-(diphenylmethyl)piperazine), [BH-](OC(=O)C)(OC(=O)C)OC(=O)C.[Na+] (NaBH(OAc)3). Solvent: C(Cl)Cl (methylene chloride). The product is C1(=CC=CC=C1)C(N1CCN(CC1)CCCC1=CC(=NO1)C1=CC=CC=C1)C1=CC=CC=C1 (5-{3-[4-(Diphenylmethyl)piperazinyl]propyl}-3-phenylisoxazole). The yield is 57.1%. RXN SMILES: [C:1]1([C:7]2[CH:11]=[C:10]([CH2:12][CH2:13][CH:14]=O)[O:9][N:8]=2)[CH:6]=[CH:5][CH:4]=[CH:3][CH:2]=1.[C:16]1([CH:22]([C:29]2[CH:34]=[CH:33][CH:32]=[CH:31][CH:30]=2)[N:23]2[CH2:28][CH2:27][NH:26][CH2:25][CH2:24]2)[CH:21]=[CH:20][CH:19]=[CH:18][CH:17]=1.[BH-](OC(C)=O)(OC(C)=O)OC(C)=O.[Na+]>C(Cl)Cl>[C:29]1([CH:22]([C:16]2[CH:21]=[CH:20][CH:19]=[CH:18][CH:17]=2)[N:23]2[CH2:24][CH2:25][N:26]([CH2:14][CH2:13][CH2:12][C:10]3[O:9][N:8]=[C:7]([C:1]4[CH:6]=[CH:5][CH:4]=[CH:3][CH:2]=4)[CH:11]=3)[CH2:27][CH2:28]2)[CH:30]=[CH:31][CH:32]=[CH:33][CH:34]=1 |f:2.3|. Procedure: About 2 min after dissolving 3-(3-phenylisoxazol-5-yl)propanal (10 mg, 0.05 mmol) and 1-(diphenylmethyl)piperazine (13 mg, 0.05 mmol) in 2 mL of dry methylene chloride, were added NaBH(OAc)3 (32 mg, 0.15 mmol) and molecular sieves (5 beads). The reaction mixture was reacted for 2.75 hr and followed the same processes as in Example 1 to obtain 12.5 mg (57.1%) of the target compound.